Dataset: the Open Reaction Database (ORD), a public repository of structured organic reaction records. Task: describe an organic reaction: reactants, conditions, products, and yield Starting materials: CC(=O)O, N#CCc1c([N+](=O)[O-])ccc2oc(-c3ccccc3)nc12, O, O, O=S(=O)(O)O, [Zn]. Yields the product O=C1Cc2c(ccc3oc(-c4ccccc4)nc23)N1. RXN SMILES: [CH3:29][C:30](=[O:31])[OH:32].[N+:1]([O-:2])(=[O:3])[c:4]1[cH:5][cH:6][c:7]2[c:8]([n:9][c:10](-[c:12]3[cH:13][cH:14][cH:15][cH:16][cH:17]3)[o:11]2)[c:18]1[CH2:19][C:20]#[N:21].[OH2:27].[OH2:28].[S:22]([OH:23])(=[O:24])(=[O:25])[OH:26].[Zn:33]>>[c:4]12[cH:5][cH:6][c:7]3[c:8]([n:9][c:10](-[c:12]4[cH:13][cH:14][cH:15][cH:16][cH:17]4)[o:11]3)[c:18]1[CH2:19][C:20](=[O:23])[NH:21]2. The reactants are [N+](=O)([O-])C1=CC2=C(SC(=C2)C(=O)OC)C=C1 (methyl 5-nitrobenzo[b]thiophene-2-carboxylate), O.O.[Sn](Cl)Cl (Tin (II) chloride dihydrate). The solvent is C(C)O (ethanol). Run at time 18 hour. Yields the product NC1=CC2=C(SC(=C2)C(=O)OC)C=C1 (methyl 5-aminobenzo[b]thiophene-2-carboxylate). Yield: 98.0%. Reaction SMILES: [N+:1]([C:4]1[CH:16]=[CH:15][C:7]2[S:8][C:9]([C:11]([O:13][CH3:14])=[O:12])=[CH:10][C:6]=2[CH:5]=1)([O-])=O.O.O.[Sn](Cl)Cl>C(O)C>[NH2:1][C:4]1[CH:16]=[CH:15][C:7]2[S:8][C:9]([C:11]([O:13][CH3:14])=[O:12])=[CH:10][C:6]=2[CH:5]=1 |f:1.2.3|. Procedure details: In a 250 ml round-bottomed flask fitted with a Teflon stirrer and a reflux condenser, methyl 5-nitrobenzo[b]thiophene-2-carboxylate (10 g, 42.18 mmole) was dissolved in ethanol (100 ml). Tin (II) chloride dihydrate (5 equivalents, 47.60 g, 211 mmole) was added in one lot and the resulting slurry was reluxed for 18 hours while being stirred. The reaction mixture was cooled to room temperature, transferred to a 2000 ml Erlenmeyer flask, and carefully quenched with 5% sodium bicarbonate solution (a... The reactants are FC=1C=C2C(CC3(CNCC3)C2=CC1)O (5-Fluorospiro[indan-1,3'-pyrrolidin]-3-ol), C(\C=C\C(=O)[O-])(=O)O (hydrogen fumarate). Yields the product FC1=CC=C(C=C1)C(CCCN1CC2(CC1)CC(C1=CC(=CC=C12)F)O)=O (p-Fluoro-4-(5-fluoro-3-hydroxyspiro[indan-1,3'-pyrrolidin]-1'-yl) butyrophenone). RXN SMILES: [F:1][C:2]1[CH:3]=[C:4]2[C:12](=[CH:13][CH:14]=1)[C:7]1([CH2:11][CH2:10][NH:9][CH2:8]1)[CH2:6][CH:5]2[OH:15].[C:16]([OH:23])(=O)/[CH:17]=[CH:18]/[C:19]([O-])=O>>[F:1][C:2]1[CH:3]=[CH:4][C:12]([C:16](=[O:23])[CH2:17][CH2:18][CH2:19][N:9]2[CH2:10][CH2:11][C:7]3([C:12]4[C:4](=[CH:3][C:2]([F:1])=[CH:14][CH:13]=4)[CH:5]([OH:15])[CH2:6]3)[CH2:8]2)=[CH:13][CH:14]=1. Procedure details: 5-Fluorospiro[indan-1,3'-pyrrolidin]-3-ol is reacted in a manner analogous to that described in Example 1(A) or Example 2(A). The hydrogen fumarate of the title compound has a M.P. of 143°-145° (from ethanol/ether). Reaction conditions: time 6 hour. Procedure details: Ferrous sulfate heptahydrate (4.17 g, 15 m-mol) and ethanol (3 ml, 60 m-mol) were dissolved in water (30 ml). Camptothecin (700 mg, 2 m-mol) was suspended in the solution and dissolved therein by adding concentrated sulfuric acid (15 ml) in small portions to the suspension. To the mixture was added dropwise under ice-cooling and agitation a 30% aqueous solution of hydrogen peroxide (1.63 ml, 16 m-mol). After addition of the hydrogen peroxide, the mixture was stirred for 6 hours at room temperatu... Product: CC[C@@]1(C2=C(COC1=O)C(=O)N3CC4=C(C5=CC=CC=C5N=C4C3=C2)C)O (7-methylcamptothecin). Solvent: O (water), ice water. RXN SMILES: [CH2:1](O)C.[CH3:4][CH2:5][C@@:6]1([OH:29])[C:11](=[O:12])[O:10][CH2:9][C:8]2[C:13]([N:15]3[C:27](=[CH:28][C:7]1=2)[C:26]1[N:25]=[C:24]2[C:19]([CH:20]=[CH:21][CH:22]=[CH:23]2)=[CH:18][C:17]=1[CH2:16]3)=[O:14].S(=O)(=O)(O)O.OO>O>[CH3:4][CH2:5][C@@:6]1([OH:29])[C:11](=[O:12])[O:10][CH2:9][C:8]2[C:13]([N:15]3[C:27](=[CH:28][C:7]1=2)[C:26]1[C:17](=[C:18]([CH3:1])[C:19]2[C:24]([N:25]=1)=[CH:23][CH:22]=[CH:21][CH:20]=2)[CH2:16]3)=[O:14]. Starting materials: Ferrous sulfate heptahydrate, C(C)O (ethanol), S(O)(O)(=O)=O (sulfuric acid), OO (hydrogen peroxide), aqueous solution, ferrous sulfate heptahydrate, ferrous sulfate heptahydrate, aqueous solution, aqueous solution, OO (hydrogen peroxide), OO (hydrogen peroxide), CC[C@@]1(C2=C(COC1=O)C(=O)N3CC=4C=C5C=CC=CC5=NC4C3=C2)O (Camptothecin), OO (hydrogen peroxide). Starting materials: COc1ccc(OC)c(CO)c1, Cl, FC(F)(F)c1cc(COC2CCNCC2c2ccccc2)cc(C(F)(F)F)c1. The product is COc1ccc(OC)c(CN2CCC(OCc3cc(C(F)(F)F)cc(C(F)(F)F)c3)C(c3ccccc3)C2)c1. Reaction SMILES: [CH3:30][O:31][c:32]1[c:33]([CH2:34][OH:35])[cH:36][c:37]([O:40][CH3:41])[cH:38][cH:39]1.[ClH:1].[F:2][C:3]([c:4]1[cH:5][c:6]([CH2:7][O:8][CH:9]2[CH:10]([c:15]3[cH:16][cH:17][cH:18][cH:19][cH:20]3)[CH2:11][NH:12][CH2:13][CH2:14]2)[cH:21][c:22]([C:24]([F:25])([F:26])[F:27])[cH:23]1)([F:28])[F:29]>>[F:2][C:3]([c:4]1[cH:5][c:6]([CH2:7][O:8][CH:9]2[CH:10]([c:15]3[cH:16][cH:17][cH:18][cH:19][cH:20]3)[CH2:11][N:12]([CH2:34][c:33]3[c:32]([O:31][CH3:30])[cH:39][cH:38][c:37]([O:40][CH3:41])[cH:36]3)[CH2:13][CH2:14]2)[cH:21][c:22]([C:24]([F:25])([F:26])[F:27])[cH:23]1)([F:28])[F:29]. Reactants: C(=O)(O)[O-].[Na+] (NaHCO3), Cl.CC1=NC=C2N1C1=C(N=C2)N(C=C1)S(=O)(=O)C1=CC=C(C)C=C1 (1-methyl-6-tosyl-6H-imidazo[1,5-a]pyrrolo[2,3-e]pyrazine hydrochloride), O (water), C1CC(=O)N(C1=O)Br (NBS). The solvent is CN(C)C=O (DMF). Reaction conditions: time 2 hour. Yields the product BrC=1N=C(N2C1C=NC1=C2C=CN1S(=O)(=O)C1=CC=C(C)C=C1)C (3-bromo-1-methyl-6-tosyl-6H-imidazo[1,5-a]pyrrolo[2,3-e]pyrazine). Isolated yield 68.8%. RXN SMILES: Cl.[CH3:2][C:3]1[N:7]2[C:8]3[CH:14]=[CH:13][N:12]([S:15]([C:18]4[CH:24]=[CH:23][C:21]([CH3:22])=[CH:20][CH:19]=4)(=[O:17])=[O:16])[C:9]=3[N:10]=[CH:11][C:6]2=[CH:5][N:4]=1.C1C(=O)N([Br:32])C(=O)C1.O.C([O-])(O)=O.[Na+]>CN(C=O)C>[Br:32][C:5]1[N:4]=[C:3]([CH3:2])[N:7]2[C:8]3[CH:14]=[CH:13][N:12]([S:15]([C:18]4[CH:24]=[CH:23][C:21]([CH3:22])=[CH:20][CH:19]=4)(=[O:16])=[O:17])[C:9]=3[N:10]=[CH:11][C:6]=12 |f:0.1,4.5|. Procedure details: To a mixture of 1-methyl-6-tosyl-6H-imidazo[1,5-a]pyrrolo[2,3-e]pyrazine hydrochloride (2.11 g, 5.81 mmol) in DMF (58 ml) was added NBS (1.03 g, 5.81 mmol). The mixture was stirred for about 2 h at rt. The mixture was poured into rapidly stirred water (˜300 mL). Saturated aqueous NaHCO3 (˜15 mL) was added and the mixture stirred for about 1 h. The solid was collected by filtration and washed with water (˜50 mL). The solid was dissolved in DCM (100 mL) and washed with saturated aqueous Na2CO3 (20... Reactants: [BH4-].[Na+] (Sodium borohydride), CC1=C(C=CC=C1[N+](=O)[O-])C(C)=O (1-(2-methyl-3-nitrophenyl)ethanone). Solvent: CO (methanol), O (water). Reaction conditions: time 1.5 hour. Yields the product CC1=C(C=CC=C1[N+](=O)[O-])C(O)C (2,α-dimethyl-3-nitrobenzenemethanol). Isolated yield 70.2%. As a reaction SMILES: [BH4-].[Na+].[CH3:3][C:4]1[C:9]([N+:10]([O-:12])=[O:11])=[CH:8][CH:7]=[CH:6][C:5]=1[C:13](=[O:15])[CH3:14]>CO.O>[CH3:3][C:4]1[C:9]([N+:10]([O-:12])=[O:11])=[CH:8][CH:7]=[CH:6][C:5]=1[CH:13]([CH3:14])[OH:15] |f:0.1|. Procedure: Sodium borohydride (0.02 g, 0.6 mmol) is added to a solution of 1-(2-methyl-3-nitrophenyl)ethanone (0.2 g, 1.1 mmol) in methanol (50 mL) at 0° C. The reaction mixture is stirred at room temperature for 1.5 hours, and then is diluted with water (100 mL). The aqueous mixture is stirred at room temperature an additional 5 hours followed by extraction with ethyl acetate. The organic layer is washed with brine, dried over magnesium sulfate, and evaporated. Flash chromatography of the residue (silica,...